Dataset: the Open Reaction Database (ORD), a public repository of structured organic reaction records. Task: describe an organic reaction: reactants, conditions, products, and yield The reactants are O[C@H]1COCC[C@@H]1N1C=NC2=C3C(=C(C=C2C1=O)CC=1C=NC(=CC1)C=1C=NN(C1)C)C=CC=C3 (3-[(3R,4S)-3-Hydroxytetrahydro-2H-pyran-4-yl]-6-{[6-(1-methyl-1H-pyrazol-4-yl)pyridine-3-yl]methyl}benzo[h]quinazolin-4(3H)-one), CN1N=CC(=C1)B1OC(C(O1)(C)C)(C)C (1-methyl-4-(4,4,5,5-tetramethyl-1,3,2-dioxaborolan-2-yl)-1H-pyrazole). Yields the product O[C@H]1COCC[C@@H]1N1C=NC2=C3C(=C(C=C2C1=O)CC=1C=NC(=CC1)C=C)C=CC=C3 (3-[(3R,4S)-3-Hydroxytetrahydro-2H-pyran-4-yl]-6-[(6-vinylpyridin-3-yl)methyl]benzo[h]quinazolin-4(3H)-one). As a reaction SMILES: [OH:1][C@@H:2]1[C@@H:7]([N:8]2[C:17](=[O:18])[C:16]3[C:11](=[C:12]4[CH:35]=[CH:34][CH:33]=[CH:32][C:13]4=[C:14]([CH2:19][C:20]4[CH:21]=[N:22][C:23]([C:26]5C=NN(C)[CH:30]=5)=[CH:24][CH:25]=4)[CH:15]=3)[N:10]=[CH:9]2)[CH2:6][CH2:5][O:4][CH2:3]1.CN1C=C(B2OC(C)(C)C(C)(C)O2)C=N1>>[OH:1][C@@H:2]1[C@@H:7]([N:8]2[C:17](=[O:18])[C:16]3[C:11](=[C:12]4[CH:35]=[CH:34][CH:33]=[CH:32][C:13]4=[C:14]([CH2:19][C:20]4[CH:21]=[N:22][C:23]([CH:26]=[CH2:30])=[CH:24][CH:25]=4)[CH:15]=3)[N:10]=[CH:9]2)[CH2:6][CH2:5][O:4][CH2:3]1. Reported procedure: 3-[(3R,4S)-3-Hydroxytetrahydro-2H-pyran-4-yl]-6-[(6-vinylpyridin-3-yl)methyl]benzo[h]quinazolin-4(3H)-one was prepared by the procedure described for the synthesis of 3-[(3R,4S)-3-Hydroxytetrahydro-2H-pyran-4-yl]-6-{[6-(1-methyl-1H-pyrazol-4-yl)pyridine-3-yl]methyl}benzo[h]quinazolin-4(3H)-one in Example 4, substituting potassium vinyltrifluoroborate for 1-methyl-4-(4,4,5,5-tetramethyl-1,3,2-dioxaborolan-2-yl)-1H-pyrazole. The reactants are C(C)OC(=O)N1CCN(CC1)C(=CN(C)C)C(=O)OC (1-ethoxycarbonyl-4-(1-dimethylamino-2-methoxycarbonylethen-2-yl)piperazine), COC1=CC(=CC=C1)N (m-anisidine), Cl (hydrochloric acid). The solvent is C(C)O (ethanol). Run at time 2 hour. The product is C(C)OC(=O)N1CCN(CC1)C(=CNC1=CC(=CC=C1)OC)C(=O)OC (1-ethoxycarbonyl-4-(1-(3-methoxyphenyl)amino-2-methoxycarbonylethen-2-yl)piperazine). As a reaction SMILES: [CH2:1]([O:3][C:4]([N:6]1[CH2:11][CH2:10][N:9]([C:12]([C:17]([O:19][CH3:20])=[O:18])=[CH:13][N:14]([CH3:16])C)[CH2:8][CH2:7]1)=[O:5])[CH3:2].[CH3:21][O:22][C:23]1[CH:28]=C[CH:26]=[C:25](N)[CH:24]=1.Cl>C(O)C>[CH2:1]([O:3][C:4]([N:6]1[CH2:7][CH2:8][N:9]([C:12]([C:17]([O:19][CH3:20])=[O:18])=[CH:13][NH:14][C:16]2[CH:26]=[CH:25][CH:24]=[C:23]([O:22][CH3:21])[CH:28]=2)[CH2:10][CH2:11]1)=[O:5])[CH3:2]. Procedure details: A mixture of the product of step (ii) (6.3 g), m-anisidine (2.5 ml), ethanol (65 ml) and concentrated hydrochloric acid (2.2 ml) was stirred at room temperature for 2 hours then evaporated. The residue was basified by careful addition of aqueous sodium carbonate solution. The mixture was extracted with ethyl acetate and the organic extracts were washed with brine, dried (MgSO4) and evaporated to dryness. The residue was purified by flash chromatography on silica by elution with 70% v/v ether/hex... Reactants: C(CC(O)(C(=O)O)CC(=O)O)(=O)O (citric acid), C(#N)C1=C(N=C(N1CC1=CC=C(C=C1)C1=C(C=CC=C1)C1=NN=NN1)CCC)N1C=CC=C1 (5-Cyano-2-propyl-4-(1H-pyrrol-1-yl)-1-[(2'-(1H-tetrazol-5-yl)biphen-4-yl)methyl]-1H-imidazole), [OH-].[K+] (KOH), Cl (HCl). Solvent: ether-CH2Cl2, hexanes. Yields the product C(CC)C=1N(C(=C(N1)N1C=CC=C1)C(=O)O)CC1=CC=C(C=C1)C1=C(C=CC=C1)C1=NN=NN1 (2-Propyl-4-(1H-pyrrol-1-yl)-1-[(2'-(1H-tetrazol-5-yl)biphen-4-yl)methyl]-1H-imidazole-5-carboxylic acid). RXN SMILES: [C:1]([C:3]1[N:7]([CH2:8][C:9]2[CH:14]=[CH:13][C:12]([C:15]3[CH:20]=[CH:19][CH:18]=[CH:17][C:16]=3[C:21]3[NH:25][N:24]=[N:23][N:22]=3)=[CH:11][CH:10]=2)[C:6]([CH2:26][CH2:27][CH3:28])=[N:5][C:4]=1[N:29]1[CH:33]=[CH:32][CH:31]=[CH:30]1)#N.[OH-:34].[K+].Cl.C(O)(=O)CC(CC(O)=O)(C(O)=O)[OH:40]>>[CH2:26]([C:6]1[N:7]([CH2:8][C:9]2[CH:10]=[CH:11][C:12]([C:15]3[CH:20]=[CH:19][CH:18]=[CH:17][C:16]=3[C:21]3[NH:25][N:24]=[N:23][N:22]=3)=[CH:13][CH:14]=2)[C:3]([C:1]([OH:40])=[O:34])=[C:4]([N:29]2[CH:30]=[CH:31][CH:32]=[CH:33]2)[N:5]=1)[CH2:27][CH3:28] |f:1.2|. Procedure details: 5-Cyano-2-propyl-4-(1H-pyrrol-1-yl)-1-[(2'-(1H-tetrazol-5-yl)biphen-4-yl)methyl]-1H-imidazole (Example 22, 2.2 g) was treated with 2N KOH (75 mL) and heated at reflux for 12 hours. The resulting solution was cooled on an ice bath and treated dropwise with concentrated aqueous HCl (8 mL) followed by dropwise addition of aqueous 10% citric acid (50 mL). The resulting precipitate was collected by filtration and then it was partitioned between ethyl acetate and 10% citric acid. The organic layer was... Starting materials: FC(C(=O)OCSC1=CC=C(C=C1)C(C(CC(=O)OC)C)=O)(F)F (Methyl 4-(trifluoroacetoxymethylthio)-beta-methyl-gamma-oxobenzenebutanoate). Run in CO.CCN(CC)CC (MeOH NEt3). Yields the product SC1=CC=C(C=C1)C(C(CC(=O)OC)C)=O (Methyl 4-mercapto-beta-methyl-gamma-oxobenzenebutanoate). Isolated yield 97.0%. Reaction SMILES: FC(F)(F)C(OC[S:7][C:8]1[CH:13]=[CH:12][C:11]([C:14](=[O:22])[CH:15]([CH3:21])[CH2:16][C:17]([O:19][CH3:20])=[O:18])=[CH:10][CH:9]=1)=O>CO.CCN(CC)CC>[SH:7][C:8]1[CH:9]=[CH:10][C:11]([C:14](=[O:22])[CH:15]([CH3:21])[CH2:16][C:17]([O:19][CH3:20])=[O:18])=[CH:12][CH:13]=1 |f:1.2|. Procedure: To the neat trifluoroacetate from Step D of this Example (12.3 g) was added a mixture of 1:1 MeOH-NEt3 (600 ml) and the resulting reaction mixture was evaporated under vacuum. The procedure was repeated twice more. The residue was dissolved in CH2Cl2, washed with 1N HCl and brine and dried over Na2SO4. Evaporation of the solvent gave the title compound as an oil (7.8 g, 97%). Starting materials: CN1CCNCC1, CS(C)=O, CCOC(C)=O, O=C1Nc2cc(F)c(F)cc2C1=O. The product is CN1CCN(c2cc3c(cc2F)C(=O)C(=O)N3)CC1. RXN SMILES: [CH3:14][N:15]1[CH2:16][CH2:17][NH:18][CH2:19][CH2:20]1.[CH3:21][S:22](=[O:23])[CH3:24].[CH3:25][CH2:26][O:27][C:28](=[O:29])[CH3:30].[F:1][c:2]1[cH:3][c:4]2[c:8]([cH:9][c:10]1[F:11])[NH:7][C:6](=[O:12])[C:5]2=[O:13]>>[F:1][c:2]1[cH:3][c:4]2[c:8]([cH:9][c:10]1[N:18]1[CH2:17][CH2:16][N:15]([CH3:14])[CH2:20][CH2:19]1)[NH:7][C:6](=[O:12])[C:5]2=[O:13]. Starting materials: [F-].C(CCC)[N+](CCCC)(CCCC)CCCC (tetra-n-butylammonium fluoride), OC1(C(=CC2(OC(C(O2)C)C)CC1(C)C)C)C#C\C(=C/C(=O)OCC)\CCC (ethyl (2Z)-3-[(8-hydroxy-2,3,7,9,9-pentamethyl-1,4-dioxaspiro[4.5]dec-6-en-8-yl)ethynyl]-hex-2-enoate), ClCCl (dichloromethane), C(C)O[SiH](OCC)OCC (triethoxysilane). Reagents/catalysts: [Cu]I (copper(I) iodide), CC#N.CC#N.CC#N.[CH]1[CH][CH][CH][CH]1.F[P-](F)(F)(F)(F)F.[Ru+] (tris(acetonitrile)cyclopentadienylruthenium(II) hexafluorophosphate). The solvent is O1CCCC1 (tetrahydrofuran), O (water), C(C)OCC (Diethyl ether). Reaction conditions: temperature 0 celsius, time 2 hour. Product: OC1(C(=CC2(OC(C(O2)C)C)CC1(C)C)C)/C=C/C(=C\C(=O)OCC)/CCC (ethyl (2Z)-3-[(E)-2-(8-hydroxy-2,3,7,9,9-pentamethyl-1,4-dioxaspiro[4.5]-dec-6-en-8-yl)vinyl]hex-2-enoate). Isolated yield 41.0%. Reaction SMILES: [OH:1][C:2]1([C:17]#[C:18]/[C:19](/[CH2:26][CH2:27][CH3:28])=[CH:20]\[C:21]([O:23][CH2:24][CH3:25])=[O:22])[C:13]([CH3:15])([CH3:14])[CH2:12][C:5]2([O:9][CH:8]([CH3:10])[CH:7]([CH3:11])[O:6]2)[CH:4]=[C:3]1[CH3:16].ClCCl.C(O[SiH](OCC)OCC)C.[F-].C([N+](CCCC)(CCCC)CCCC)CCC>CC#N.CC#N.CC#N.[CH]1[CH][CH][CH][CH]1.F[P-](F)(F)(F)(F)F.[Ru+].[Cu]I.O.O1CCCC1.C(OCC)C>[OH:1][C:2]1(/[CH:17]=[CH:18]/[C:19](/[CH2:26][CH2:27][CH3:28])=[CH:20]\[C:21]([O:23][CH2:24][CH3:25])=[O:22])[C:13]([CH3:14])([CH3:15])[CH2:12][C:5]2([O:9][CH:8]([CH3:10])[CH:7]([CH3:11])[O:6]2)[CH:4]=[C:3]1[CH3:16] |f:3.4,5.6.7.8.9.10,^1:68,69,70,71,72|. Reported procedure: Under argon, ethyl (2Z)-3-[(8-hydroxy-2,3,7,9,9-pentamethyl-1,4-dioxaspiro[4.5]dec-6-en-8-yl)ethynyl]-hex-2-enoate (340 mg, 0.87 mmol) was dissolved in a round-bottom flask in abs. dichloromethane (4 ml), and triethoxysilane (172 mg, 1.05 mmol) was added. The reaction solution was then cooled to 0° C., tris(acetonitrile)cyclopentadienylruthenium(II) hexafluorophosphate (18 mg, 0.04 mmol) was added and the mixture was stirred at room temperature for 2 h. Diethyl ether was then added, and the reac... The reactants are C(C1=CC=CC=C1)N1CCOC2=C(C1)C=CC(=N2)OC2=CC(=CC=C2)Cl (4-benzyl-8-(3-chlorophenoxy)-2,3,4,5-tetrahydropyrido[3,2-f][1,4]oxazepine), ClC(=O)OC(C)Cl (1-chloroethyl chloroformate). The solvent is ClC(C)Cl (dichloroethane). Conditions: temperature 90 celsius, time 2 hour. Product: Cl.ClC=1C=C(OC=2C=CC=3CNCCOC3N2)C=CC1 (8-(3-chlorophenoxy)-2,3,4,5-tetrahydropyrido[3,2-f][1,4]oxazepine hydrochloride). Isolated yield 183.3%. Reaction SMILES: C([N:8]1[CH2:14][C:13]2[CH:15]=[CH:16][C:17]([O:19][C:20]3[CH:25]=[CH:24][CH:23]=[C:22]([Cl:26])[CH:21]=3)=[N:18][C:12]=2[O:11][CH2:10][CH2:9]1)C1C=CC=CC=1.ClC(OC(Cl)C)=O>ClC(Cl)C>[ClH:26].[Cl:26][C:22]1[CH:21]=[C:20]([CH:25]=[CH:24][CH:23]=1)[O:19][C:17]1[CH:16]=[CH:15][C:13]2[CH2:14][NH:8][CH2:9][CH2:10][O:11][C:12]=2[N:18]=1 |f:3.4|. Procedure: To a solution of the compound obtained in step 2 (0.23 g) in dichloroethane (3 mL) was added 1-chloroethyl chloroformate (0.074 mL), and the resulting mixture was stirred at 90° C. for 2 hr. The solvent was evaporated under reduced pressure, and methanol (3 mL) was added. The mixture was stirred at 80° C. for 1 hr. Diisopropyl ether (3 mL) was added, and the precipitate was collected by filtration, and recrystallized from ethanol-diisopropyl ether to give the title compound (0.18 g, 89%) as a wh...